From a dataset of the Open Reaction Database (ORD), a public repository of structured organic reaction records. describe an organic reaction: reactants, conditions, products, and yield Reactants: BrC1=CC=C2C(C(NC2=C1)=O)=O (6-bromo-1H-indole-2,3-dione), NN (hydrazine), [OH-].[Na+] (NaOH). Yields the product BrC1=CC=C2CC(NC2=C1)=O (6-Bromo-1,3-dihydro-2H-indol-2-one). Reaction SMILES: [Br:1][C:2]1[CH:10]=[C:9]2[C:5]([C:6](=O)[C:7](=[O:11])[NH:8]2)=[CH:4][CH:3]=1.NN.[OH-].[Na+]>Cl>[Br:1][C:2]1[CH:10]=[C:9]2[C:5]([CH2:6][C:7](=[O:11])[NH:8]2)=[CH:4][CH:3]=1 |f:2.3|. Procedure details: To 6-bromo-1H-indole-2,3-dione (15 g) was added hydrazine (66 ml), and the mixture was stirred at 125° C. for 2 hours. After the reaction was complete, to the mixture was added 6N aqueous HCl solution (60 ml), and the mixture was stirred at 60° C. for 2 hours. After the reaction was complete, the mixture was neutralized with 3N aqueous NaOH solution, and the mixture was extracted with ethyl acetate. This ethyl acetate solution was washed with water and an aqueous sodium chloride solution, dried ... Reaction conditions: temperature 125 celsius, time 2 hour. Yield: 64.7%. The solvent is Cl (HCl). Reactants: C(C)OC(=O)C=1N(N=C(C1)COC1=CC=CC=C1)CC(C)NC(=O)OC(C)(C)C (Rac-2-(2-tert-butoxycarbonylamino-propyl)-5-phenoxymethyl-2H-pyrazole-3-carboxylic acid ethyl ester), C(=O)([O-])[O-].[Na+].[Na+] (Na2CO3). Solvent: solution, Cl (HCl), O1CCOCC1 (1,4-dioxane), C(Cl)Cl (DCM). Run at time 3 hour. Product: CC1NC(C=2N(C1)N=C(C2)COC2=CC=CC=C2)=O (rac-6-methyl-2-phenoxymethyl-6,7-dihydro-5H-pyrazolo[1,5-a]pyrazin-4-one). The yield is 106.8%. As a reaction SMILES: C(OC([C:6]1[N:7]([CH2:19][CH:20]([NH:22][C:23]([O:25]C(C)(C)C)=O)[CH3:21])[N:8]=[C:9]([CH2:11][O:12][C:13]2[CH:18]=[CH:17][CH:16]=[CH:15][CH:14]=2)[CH:10]=1)=O)C.C([O-])([O-])=O.[Na+].[Na+]>Cl.O1CCOCC1.C(Cl)Cl>[CH3:21][CH:20]1[CH2:19][N:7]2[N:8]=[C:9]([CH2:11][O:12][C:13]3[CH:18]=[CH:17][CH:16]=[CH:15][CH:14]=3)[CH:10]=[C:6]2[C:23](=[O:25])[NH:22]1 |f:1.2.3|. Procedure: Rac-2-(2-tert-butoxycarbonylamino-propyl)-5-phenoxymethyl-2H-pyrazole-3-carboxylic acid ethyl ester (5.58 g, 5.53 mmol, 40% pure) was dissolved in a 4N solution of HCl in 1,4-dioxane (40 mL) under N2 at 0° C. The mixture was stirred at room temperature for 3 hours. The mixture was basified with a saturated solution of Na2CO3 and the mixture stirred at room temperature for 3 days. Then the mixture was diluted with DCM. The organic layer was separated, dried (Na2SO4), filtered and the solvents eva...